describe an organic reaction: reactants, conditions, products, and yield From a dataset of the Open Reaction Database (ORD), a public repository of structured organic reaction records. Starting materials: Nc1ccccc1B(O)O, CC(Nc1nccc(-n2cnc3cc(I)ccc32)n1)c1ccccc1. Product: CC(Nc1nccc(-n2cnc3cc(-c4ccccc4N)ccc32)n1)c1ccccc1. As a reaction SMILES: [NH2:26][c:27]1[c:28]([B:33]([OH:34])[OH:35])[cH:29][cH:30][cH:31][cH:32]1.[c:1]1([CH:7]([CH3:8])[NH:9][c:10]2[n:11][cH:12][cH:13][c:14](-[n:16]3[cH:17][n:18][c:19]4[c:20]3[cH:21][cH:22][c:23]([I:25])[cH:24]4)[n:15]2)[cH:2][cH:3][cH:4][cH:5][cH:6]1>>[c:1]1([CH:7]([CH3:8])[NH:9][c:10]2[n:11][cH:12][cH:13][c:14](-[n:16]3[cH:17][n:18][c:19]4[c:20]3[cH:21][cH:22][c:23](-[c:28]3[c:27]([NH2:26])[cH:32][cH:31][cH:30][cH:29]3)[cH:24]4)[n:15]2)[cH:2][cH:3][cH:4][cH:5][cH:6]1. Starting materials: Cl (HCl), C(C1=CC=CC=C1)OC(CNC(C(=O)OCC1=CC=CC=C1)C(=O)OC(C)(C)C)=O (Boc-Iminodiacetic acid dibenzyl ester), CCOCC (Et2O). Run in O1CCOCC1 (dioxane), O1CCOCC1 (dioxane). Run at time 90 minute. The product is N(CC(=O)O)CC(=O)O (Imino diacetic acid). Isolated yield 247.2%. RXN SMILES: C([O:8][C:9](=[O:30])[CH2:10][NH:11][CH:12](C(OC(C)(C)C)=O)[C:13]([O:15]CC1C=CC=CC=1)=[O:14])C1C=CC=CC=1.Cl.CCOCC>O1CCOCC1>[NH:11]([CH2:12][C:13]([OH:15])=[O:14])[CH2:10][C:9]([OH:30])=[O:8]. Reported procedure: Boc-Iminodiacetic acid dibenzyl ester (4.5 g, 10.88 mmol) was dissolved in dioxane (15 mL), then 4.6 M HCl in dioxane (20 mL) was added. The mixture was stirred for 90 min at room temperature and Et2O (200 mL) was added. The crystalline product was filtered off, washed twice with Et2O and dried in vacuo to afford the title compound (3.58 g, 94.2%). The reactants are O (water), ice, ClC1=NC(=NC(=C1)Cl)C1=CC=CC=C1 (4,6-Dichloro-2-phenylpyrimidine), N (ammonia). The solvent is CS(=O)C (DMSO). Run at time 24 hour. Product: ClC1=CC(=NC(=N1)C1=CC=CC=C1)N (6-Chloro-2-phenylpyrimidin-4-ylamine). Reaction SMILES: [Cl:1][C:2]1[CH:7]=[C:6](Cl)[N:5]=[C:4]([C:9]2[CH:14]=[CH:13][CH:12]=[CH:11][CH:10]=2)[N:3]=1.[NH3:15].O>CS(C)=O>[Cl:1][C:2]1[N:3]=[C:4]([C:9]2[CH:14]=[CH:13][CH:12]=[CH:11][CH:10]=2)[N:5]=[C:6]([NH2:15])[CH:7]=1. Procedure: An ice-cold suspension of pyrimidine 3 (44.34 g; 0.197 mol) in DMSO (366 mL) was saturated with ammonia, during which time a solution formed. After 24 h at rt, water (710 mL) was added dropwise. The suspension was cooled in an ice bath for 1 h then collected by filtration and washed with water (500 mL), yielding a light tan powder after drying in vacuo (37.84 g; 93%). LC (method B) tR=16.0 min; 1H NMR (200 MHz, CDCl3) δ 8.33 (m, 2H), 8.44 (m, 3H), 6.32 (s, 1H), 5.12 (brs, 2H); 13C NMR (50.3 MHz,... The reactants are COC(C1=C(C(=C(C(=C1)[N+](=O)[O-])N)F)F)=O (4-Amino-2,3-difluoro-5-nitro-benzoic acid methyl ester), yellow solid, COC(C1=C(C(=C(C(=C1)[N+](=O)[O-])N)F)F)=O (4-Amino-2,3-difluoro-5-nitro-benzoic acid methyl ester), NC1=CC=CC=C1 (aniline). The solvent is xylenes. Run at temperature 125 celsius, time 16 hour. Yields the product COC(C1=C(C(=C(C(=C1)[N+](=O)[O-])N)F)NC1=CC=CC=C1)=O (4-Amino-3-fluoro-5-nitro-2-phenylamino-benzoic Acid Methyl Ester). Reaction SMILES: [CH3:1][O:2][C:3](=[O:16])[C:4]1[CH:9]=[C:8]([N+:10]([O-:12])=[O:11])[C:7]([NH2:13])=[C:6]([F:14])[C:5]=1F.[NH2:17][C:18]1[CH:23]=[CH:22][CH:21]=[CH:20][CH:19]=1>>[CH3:1][O:2][C:3](=[O:16])[C:4]1[CH:9]=[C:8]([N+:10]([O-:12])=[O:11])[C:7]([NH2:13])=[C:6]([F:14])[C:5]=1[NH:17][C:18]1[CH:23]=[CH:22][CH:21]=[CH:20][CH:19]=1. Reported procedure: 4-Amino-2,3-difluoro-5-nitro-benzoic acid methyl ester 4 (23.48 g, 101.1 mmol), the product of Example 1, Step C, is suspended in xylenes (125 mL) and aniline (92 mL, 1011 mmol) is added. The reaction mixture is stirred at 125° C. for 16 hours under N2. The reaction mixture is cooled to room temperature and solids precipitate out of solution. The solids are collected by filtration and are washed with xylenes and then diethyl ether. Recovered 22.22 g (72.78 mmol) of yellow solid which is pure des... The reactants are C=CCc1cc(C=O)c(O)c(OC)c1, O=c1cc(N2CCNCC2)nc[nH]1. The product is C=CCc1cc(CN2CCN(c3cc(=O)[nH]cn3)CC2)c(O)c(OC)c1. Reaction SMILES: [CH2:14]([CH:15]=[CH2:16])[c:17]1[cH:18][c:19]([O:26][CH3:27])[c:20]([OH:25])[c:21]([CH:22]=[O:23])[cH:24]1.[N:1]1([c:7]2[cH:8][c:9](=[O:13])[nH:10][cH:11][n:12]2)[CH2:2][CH2:3][NH:4][CH2:5][CH2:6]1>>[N:1]1([c:7]2[cH:8][c:9](=[O:13])[nH:10][cH:11][n:12]2)[CH2:2][CH2:3][N:4]([CH2:22][c:21]2[c:20]([OH:25])[c:19]([O:26][CH3:27])[cH:18][c:17]([CH2:14][CH:15]=[CH2:16])[cH:24]2)[CH2:5][CH2:6]1. Reactants: ClC1=NC=C(C(=N1)N[C@@H](CO)C)C=1SC=CC1 ((R)-2-(2-chloro-5-(2-thienyl)pyrimidine-4-ylamino)propan-1-ol), NC1=CC=C(C=C1)S(=O)(=NC(=O)OCC)C ((RS)—S-(4-aminophenyl)-N-(ethoxycarbonyl)-S-methyl-sulfoximide). The product is C(C)OC(=O)N=S(=O)(C)C1=CC=C(C=C1)NC1=NC=C(C(=N1)N[C@@H](CO)C)C=1SC=CC1 ((RS)—N-(ethoxycarbonyl)-S-(4-{[4-{[(R)-2-hydroxy-1-methylethyl]amino}-5-(2-thienyl)pyrimidine-2-yl]amino}phenyl)-S-methylsulfoximide). Yield: 27.0%. RXN SMILES: Cl[C:2]1[N:7]=[C:6]([NH:8][C@H:9]([CH3:12])[CH2:10][OH:11])[C:5]([C:13]2[S:14][CH:15]=[CH:16][CH:17]=2)=[CH:4][N:3]=1.[NH2:18][C:19]1[CH:24]=[CH:23][C:22]([S:25]([CH3:33])(=[N:27][C:28]([O:30][CH2:31][CH3:32])=[O:29])=[O:26])=[CH:21][CH:20]=1>>[CH2:31]([O:30][C:28]([N:27]=[S:25]([C:22]1[CH:21]=[CH:20][C:19]([NH:18][C:2]2[N:7]=[C:6]([NH:8][C@H:9]([CH3:12])[CH2:10][OH:11])[C:5]([C:13]3[S:14][CH:15]=[CH:16][CH:17]=3)=[CH:4][N:3]=2)=[CH:24][CH:23]=1)([CH3:33])=[O:26])=[O:29])[CH3:32]. Procedure details: In the reaction of (R)-2-(2-chloro-5-(2-thienyl)pyrimidine-4-ylamino)propan-1-ol (178 mg, 0.7 mmol) with (RS)—S-(4-aminophenyl)-N-(ethoxycarbonyl)-S-methyl-sulfoximide (145 mg, 0.6 mmol) according to procedure 5a, the desired product is obtained in 27% yield (85 mg) after chromatographic purification (silica gel, ethyl acetate/hexane (0%-80% ethyl acetate)). Reactants: COc1ccc2[nH]c(CO)nc2c1, ClCCl, O=S(Cl)Cl. The product is COc1ccc2[nH]c(CCl)nc2c1. As a reaction SMILES: [CH3:1][O:2][c:3]1[cH:4][c:5]2[c:6]([nH:7][c:8]([CH2:10][OH:11])[n:9]2)[cH:12][cH:13]1.[Cl:18][CH2:19][Cl:20].[S:14]([Cl:15])([Cl:16])=[O:17]>>[CH3:1][O:2][c:3]1[cH:4][c:5]2[c:6]([nH:7][c:8]([CH2:10][Cl:16])[n:9]2)[cH:12][cH:13]1. The product is ClC=1C=CC2=C(N3C(CO2)=NC(=C3)C(=O)O)C1 (8-chloro-4H-imidazo-[2,1-c][1,4]-benzoxazine-2-carboxylic acid). The solvent is O (water), C(C)O (ethanol). The reactants are ClC=1C=CC2=C(N3C(CO2)=NC(=C3)C(=O)OC)C1 (methyl 8-chloro-4H-imidazo-[2,1-c][1,4]-benzoxazine-2-carboxylate), [OH-].[Na+] (sodium hydroxide), ester. Isolated yield 97.0%. Reported procedure: The methyl 8-chloro-4H-imidazo-[2,1-c][1,4]-benzoxazine-2-carboxylate prepared in Example 1 was suspended in 50 ml of ethanol and a solution of 1.15 g (29 mmol) of sodium hydroxide in 50 ml of water was added thereto. The mixture obtained was then heated on a steam bath until a clear solution was obtained and thin layer chromatography indicated no starting ester remaining. The solution was filtered and the filtrate was acidified while still hot to a pH of 2-3 with concentrated hydrochloric acid.... Reaction SMILES: [Cl:1][C:2]1[CH:3]=[CH:4][C:5]2[O:10][CH2:9][C:8]3=[N:11][C:12]([C:14]([O:16]C)=[O:15])=[CH:13][N:7]3[C:6]=2[CH:18]=1.[OH-].[Na+]>C(O)C.O>[Cl:1][C:2]1[CH:3]=[CH:4][C:5]2[O:10][CH2:9][C:8]3=[N:11][C:12]([C:14]([OH:16])=[O:15])=[CH:13][N:7]3[C:6]=2[CH:18]=1 |f:1.2|.